From a dataset of the Open Reaction Database (ORD), a public repository of structured organic reaction records. describe an organic reaction: reactants, conditions, products, and yield Reactants: ice water, ClC1=C(CNC=2N=CC3=C(N2)C=CNC3=O)C=CC=C1 (2-(2-Chloro-benzylamino)-6H-pyrido[4,3-d]pyrimidin-5-one), O=P(Cl)(Cl)Cl (POCl3), [OH-].[Na+] (NaOH). Conditions: temperature 90 celsius, time 15 hour. Yields the product ClC1=C(CNC=2N=CC3=C(N2)C=CN=C3Cl)C=CC=C1 ((2-Chloro-benzyl)-(5-chloro-pyrido[4,3-d]pyrimidin-2-yl)-amine). Yield: 100.0%. Reaction SMILES: [Cl:1][C:2]1[CH:20]=[CH:19][CH:18]=[CH:17][C:3]=1[CH2:4][NH:5][C:6]1[N:7]=[CH:8][C:9]2[C:15](=O)[NH:14][CH:13]=[CH:12][C:10]=2[N:11]=1.[OH-].[Na+].O=P(Cl)(Cl)[Cl:25]>>[Cl:1][C:2]1[CH:20]=[CH:19][CH:18]=[CH:17][C:3]=1[CH2:4][NH:5][C:6]1[N:7]=[CH:8][C:9]2[C:15]([Cl:25])=[N:14][CH:13]=[CH:12][C:10]=2[N:11]=1 |f:1.2|. Procedure details: 2-(2-Chloro-benzylamino)-6H-pyrido[4,3-d]pyrimidin-5-one 8 (3.00 g, 10.5 mmol) was dissolved in POCl3 (30 mL) and stirred at 90° C. for 15 h. The reaction mixture was carefully poured into ice water and the pH was adjusted to 8 adding 2 N NaOH solution. The precipitate formed was filtered off and dried in vacuo. The product was purified by crystallization from diethyl ether to yield in a colorless solid (3.18 g, 10.4 mmol, 100%). Starting materials: NC1=C(C(=O)NN)C(=C(C(=N1)C)NC(C)=O)C (2-amino-5-acetamido-4,6-dimethylnicotinic acid hydrazide), C1(=CC=CC=C1)S(=O)(=O)Cl (benzenesulfonyl chloride), crude product, acid chloride. The solvent is [OH-].[Na+] (sodium hydroxide). Product: NC1=C(C(=O)NNS(=O)(=O)C2=CC=CC=C2)C(=C(C(=N1)C)NC(C)=O)C (N1 -(2-amino-5-acetamido-4,6-dimethylnicotinoyl)-N2 -benzenesulfonyl hydrazine). Reaction SMILES: [NH2:1][C:2]1[N:11]=[C:10]([CH3:12])[C:9]([NH:13][C:14](=[O:16])[CH3:15])=[C:8]([CH3:17])[C:3]=1[C:4]([NH:6][NH2:7])=[O:5].[C:18]1([S:24](Cl)(=[O:26])=[O:25])[CH:23]=[CH:22][CH:21]=[CH:20][CH:19]=1>[OH-].[Na+]>[NH2:1][C:2]1[N:11]=[C:10]([CH3:12])[C:9]([NH:13][C:14](=[O:16])[CH3:15])=[C:8]([CH3:17])[C:3]=1[C:4]([NH:6][NH:7][S:24]([C:18]1[CH:23]=[CH:22][CH:21]=[CH:20][CH:19]=1)(=[O:26])=[O:25])=[O:5] |f:2.3|. Procedure: To a solution of 2-amino-5-acetamido-4,6-dimethylnicotinic acid hydrazide (34.4 g., 0.145 mole) in 1N sodium hydroxide solution (348 ml.) is added at ambient temperature and with vigorous stirring, benzenesulfonyl chloride (31.1 g., 0.16 mole) in one portion. After about three-quarters of an hour the acid chloride disappears; the maximum temperature attained by the reaction mixture, 36° C. The product is precipitated by pouring the reaction mixture into a stirred solution of acetic acid (8.3 ml.... Reactants: ice water, N1(CCNCC1)C(=O)OC(C)(C)C (t-butyl 1-piperazinecarboxylate), ClC=1C=C(C=CC1F)[N+](=O)[O-] (3-chloro-4-fluoronitrobenzene), C(C)(C)N(CC)C(C)C (diisopropylethylamine). Run in CS(=O)C (DMSO). Yields the product ClC=1C=C(C=CC1N1CCN(CC1)C(=O)OC(C)(C)C)[N+](=O)[O-] (3-Chloro-4-(4-t-butoxycarbonyl-1-piperazinyl)nitrobenzene). As a reaction SMILES: [N:1]1([C:7]([O:9][C:10]([CH3:13])([CH3:12])[CH3:11])=[O:8])[CH2:6][CH2:5][NH:4][CH2:3][CH2:2]1.[Cl:14][C:15]1[CH:16]=[C:17]([N+:22]([O-:24])=[O:23])[CH:18]=[CH:19][C:20]=1F.C(N(C(C)C)CC)(C)C>CS(C)=O>[Cl:14][C:15]1[CH:16]=[C:17]([N+:22]([O-:24])=[O:23])[CH:18]=[CH:19][C:20]=1[N:4]1[CH2:5][CH2:6][N:1]([C:7]([O:9][C:10]([CH3:13])([CH3:12])[CH3:11])=[O:8])[CH2:2][CH2:3]1. Procedure: A solution of t-butyl 1-piperazinecarboxylate 38 (1.0 g., 5.37 mmole), 3-chloro-4-fluoronitrobenzene (0.94 g., 5.37 mmole) and diisopropylethylamine (0.70 g., 5.4 mmole) in DMSO (30 mL.) was heated 16 hours at 100°, cooled to r.t. and poured into ice water (300 mL.). The suspension was extracted with ethyl acetate (2×60 mL.). The combined organic layers were washed with water (3×40 mL.), dried over Na2SO4 and evaporated to dryness to give an orange solid which was recrystallized twice from metha... Reactants: C(C=C)N1CCC2=C(C1)C1=C(OC2(CC)CC)C=C(C=C1O)C(C)C(CCCCC)C (2-Allyl-5,5-diethyl-8-(3-methyl-2-octyl)-10-hydroxy-1,2,3,4-tetrahydro-5H-[1]benzopyrano[3,4-d]pyridine), Cl.N1(CCCCC1)CCCC(=O)O (γ-piperidinobutyric acid hydrochloride), C1(CCCCC1)N=C=NC1CCCCC1 (dicyclohexylcarbodiimide). Product: Cl.C(C=C)N1CCC2=C(C1)C1=C(OC2(CC)CC)C=C(C=C1OC(CCCN1CCCCC1)=O)C(C)C(CCCCC)C (2-Allyl-5,5-diethyl-8-(3-methyl-2-octyl)-10-[4-(piperidino) butyryloxy]-1,2,3,4-tetrahydro-5H-[1]benzopyrano[3,4-d]pyridine hydrochloride). RXN SMILES: [CH2:1]([N:4]1[CH2:9][C:8]2[C:10]3[C:21]([OH:22])=[CH:20][C:19]([CH:23]([CH:25]([CH3:31])[CH2:26][CH2:27][CH2:28][CH2:29][CH3:30])[CH3:24])=[CH:18][C:11]=3[O:12][C:13]([CH2:16][CH3:17])([CH2:14][CH3:15])[C:7]=2[CH2:6][CH2:5]1)[CH:2]=[CH2:3].[ClH:32].[N:33]1([CH2:39][CH2:40][CH2:41][C:42](O)=[O:43])[CH2:38][CH2:37][CH2:36][CH2:35][CH2:34]1.C1(N=C=NC2CCCCC2)CCCCC1>>[ClH:32].[CH2:1]([N:4]1[CH2:9][C:8]2[C:10]3[C:21]([O:22][C:42](=[O:43])[CH2:41][CH2:40][CH2:39][N:33]4[CH2:38][CH2:37][CH2:36][CH2:35][CH2:34]4)=[CH:20][C:19]([CH:23]([CH:25]([CH3:31])[CH2:26][CH2:27][CH2:28][CH2:29][CH3:30])[CH3:24])=[CH:18][C:11]=3[O:12][C:13]([CH2:16][CH3:17])([CH2:14][CH3:15])[C:7]=2[CH2:6][CH2:5]1)[CH:2]=[CH2:3] |f:1.2,4.5|. Procedure details: 2-Allyl-5,5-diethyl-8-(3-methyl-2-octyl)-10-hydroxy-1,2,3,4-tetrahydro-5H-[1]benzopyrano[3,4-d]pyridine, γ-piperidinobutyric acid hydrochloride and dicyclohexylcarbodiimide are reacted in equimolar amounts to produce the desired product. Reactants: NC=1C=CC2=C(C(C[C@@H]3[C@H](CN(CC3)C)C2)=O)C1 (trans-8-amino-1,2,3,4,4a,5,11,11a-octahydro-2-methyl-6H-benzo[5,6]cyclohepta[1,2-c]pyridin-6-one), [BH4-].[Na+] (sodium borohydride), CO (methanol). Solvent: C(C)O (ethanol), O (water), O (water), [OH-].[Na+] (caustic soda). Run at time 1 hour. Product: NC=1C=CC2=C(C=C[C@@H]3[C@H](CNCC3)C2)C1 (Trans-8-amino-2,3,4,4a,11,11a-hexahydro-1H-benzo[ 5,6] cyclohepta[ 1,2-c] pyridine). As a reaction SMILES: [NH2:1][C:2]1[CH:3]=[CH:4][C:5]2[CH2:16][C@H:10]3[CH2:11][N:12](C)[CH2:13][CH2:14][C@@H:9]3[CH2:8][C:7](=O)[C:6]=2[CH:18]=1.[BH4-].[Na+].CO>C(O)C.O.[OH-].[Na+]>[NH2:1][C:2]1[CH:3]=[CH:4][C:5]2[CH2:16][C@H:10]3[CH2:11][NH:12][CH2:13][CH2:14][C@@H:9]3[CH:8]=[CH:7][C:6]=2[CH:18]=1 |f:1.2,6.7|. Reported procedure: The starting material can be produced as follows. A solution of 13.2 g of trans-8-amino-1,2,3,4,4a,5,11,11a-octahydro-2-methyl-6H-benzo[5,6]cyclohepta[1,2-c]pyridin-6-one in 132 ml of ethanol is mixed at 40° with a solution of 1.45 g of sodium borohydride in 4 ml of water and 0.1 ml of water and 0.1 ml of conc. caustic soda and the resulting mixture is stirred for 1 hour at 70°. After addition of 10 ml of methanol, the reaction mixture is boiled for 10 minutes and evaporated to dryness and the r...